Dataset: the Open Reaction Database (ORD), a public repository of structured organic reaction records. Task: describe an organic reaction: reactants, conditions, products, and yield The product is Cc1cc([N+](=O)[O-])cc(C)c1Cl. The reactants are CN1CCCC1=O, [Cl-], Cc1cc([N+](=O)[O-])cc(C)c1OS(=O)(=O)C(F)(F)F, O. Reaction SMILES: [CH3:21][N:22]1[CH2:23][CH2:24][CH2:25][C:26]1=[O:27].[Cl-:20].[F:1][C:2]([F:3])([F:4])[S:5]([O:6][c:7]1[c:8]([CH3:17])[cH:9][c:10]([N+:14](=[O:15])[O-:16])[cH:11][c:12]1[CH3:13])(=[O:18])=[O:19].[OH2:28]>>[c:7]1([Cl:20])[c:8]([CH3:17])[cH:9][c:10]([N+:14](=[O:15])[O-:16])[cH:11][c:12]1[CH3:13]. Starting materials: C(C1=CC=CC=C1)(=O)Cl (benzoyl chloride), O.OC1=C(N(S(C2=C1C=CC=C2)(=O)=O)C)C2=NN=NN2.OC2=C(N(S(C1=C2C=CC=C1)(=O)=O)C)C1=NN=NN1 (4-hydroxy-2-methyl-3-(tetrazol-5-yl)-1,2-benzothiazine 1,1-dioxide hemihydrate), Cl (HCl). Run in N1=CC=CC=C1 (pyridine). Run at time 1 hour. The product is C(C1=CC=CC=C1)(=O)OC1=C(N(S(C2=C1C=CC=C2)(=O)=O)C)C2=NN=NN2 (4-benzoyloxy-2-methyl-3-(tetrazol-5-yl)-1,2-benzothiazine 1,1-dioxide). As a reaction SMILES: O.[OH:2][C:3]1[C:8]2[CH:9]=[CH:10][CH:11]=[CH:12][C:7]=2[S:6](=[O:14])(=[O:13])[N:5]([CH3:15])[C:4]=1[C:16]1[NH:20][N:19]=[N:18][N:17]=1.[OH:21][C:22]1[C:27]2[CH:28]=[CH:29][CH:30]=[CH:31][C:26]=2S(=O)(=O)N(C)C=1C1NN=NN=1.C(Cl)(=O)C1C=CC=CC=1.Cl>N1C=CC=CC=1>[C:22]([O:2][C:3]1[C:8]2[CH:9]=[CH:10][CH:11]=[CH:12][C:7]=2[S:6](=[O:13])(=[O:14])[N:5]([CH3:15])[C:4]=1[C:16]1[NH:20][N:19]=[N:18][N:17]=1)(=[O:21])[C:27]1[CH:28]=[CH:29][CH:30]=[CH:31][CH:26]=1 |f:0.1.2|. Reported procedure: To a suspension of 4-hydroxy-2-methyl-3-(tetrazol-5-yl)-1,2-benzothiazine 1,1-dioxide hemihydrate (2.88 g) in pyridine (10 ml) was added dropwise benzoyl chloride (1.02 ml) at 5°-10° C. After being stirred at room temperature for 1 hour, the mixture was poured into 0.6N HCl (200 ml) with vigorous stirring. The resulting solids were collected by filtration and washed with water. The solids were dissolved in dichloromethane (100 ml), washed with water and dried over sodium sulfate to give crude 4-...